This data is from the Open Reaction Database (ORD), a public repository of structured organic reaction records. The task is: describe an organic reaction: reactants, conditions, products, and yield Starting materials: CCCCNC, CN(C)C=O, CC(CCOC(=O)c1cnc(S(C)(=O)=O)nc1C)=C(F)F, O. Yields the product CCCCN(C)c1ncc(C(=O)OCCC(C)=C(F)F)c(C)n1. RXN SMILES: [CH2:27]([CH2:28][CH2:29][CH3:30])[NH:31][CH3:32].[CH3:1][N:2]([CH3:3])[CH:4]=[O:5].[CH3:6][S:7](=[O:8])(=[O:9])[c:10]1[n:11][cH:12][c:13]([C:17](=[O:18])[O:19][CH2:20][CH2:21][C:22](=[C:23]([F:24])[F:25])[CH3:26])[c:14]([CH3:16])[n:15]1.[OH2:33]>>[c:10]1([N:31]([CH2:27][CH2:28][CH2:29][CH3:30])[CH3:32])[n:11][cH:12][c:13]([C:17](=[O:18])[O:19][CH2:20][CH2:21][C:22](=[C:23]([F:24])[F:25])[CH3:26])[c:14]([CH3:16])[n:15]1. Starting materials: CC1(C)C(=O)N(Br)C(=O)N1Br, CC(C)(C)OC(=O)N1CCc2ccc(-c3ccc4c(N)ncnn34)cc2C1, C1CCOC1. The product is CC(C)(C)OC(=O)N1CCc2ccc(-c3cc(Br)c4c(N)ncnn34)cc2C1. As a reaction SMILES: [Br:28][N:29]1[C:30]([CH3:31])([CH3:32])[C:33](=[O:34])[N:35]([Br:36])[C:37]1=[O:38].[C:1]([CH3:2])([CH3:3])([CH3:4])[O:5][C:6](=[O:7])[N:8]1[CH2:9][c:10]2[cH:11][c:12](-[c:18]3[cH:19][cH:20][c:21]4[c:22]([NH2:27])[n:23][cH:24][n:25][n:26]34)[cH:13][cH:14][c:15]2[CH2:16][CH2:17]1.[CH2:39]1[O:40][CH2:41][CH2:42][CH2:43]1>>[C:1]([CH3:2])([CH3:3])([CH3:4])[O:5][C:6](=[O:7])[N:8]1[CH2:9][c:10]2[cH:11][c:12](-[c:18]3[cH:19][c:20]([Br:28])[c:21]4[c:22]([NH2:27])[n:23][cH:24][n:25][n:26]34)[cH:13][cH:14][c:15]2[CH2:16][CH2:17]1. The reactants are O=C([O-])[O-], CCO, CCOC(C)=O, N#Cc1ccnc(Cl)c1, [K+], [K+], O, Cc1ccccc1, c1ccc(P(c2ccccc2)(c2ccccc2)[Pd](P(c2ccccc2)(c2ccccc2)c2ccccc2)(P(c2ccccc2)(c2ccccc2)c2ccccc2)P(c2ccccc2)(c2ccccc2)c2ccccc2)cc1, OB(O)Oc1cccs1. Product: N#Cc1ccnc(-c2cccs2)c1. As a reaction SMILES: [C:19](=[O:20])([O-:21])[O-:22].[CH2:31]([OH:32])[CH3:33].[CH3:25][CH2:26][O:27][C:28](=[O:29])[CH3:30].[Cl:1][c:2]1[n:3][cH:4][cH:5][c:6]([C:8]#[N:9])[cH:7]1.[K+:23].[K+:24].[OH2:41].[c:34]1([CH3:35])[cH:36][cH:37][cH:38][cH:39][cH:40]1.[cH:42]1[cH:43][cH:44][c:45]([P:46]([Pd:47]([P:48]([c:49]2[cH:50][cH:51][cH:52][cH:53][cH:54]2)([c:55]2[cH:56][cH:57][cH:58][cH:59][cH:60]2)[c:61]2[cH:62][cH:63][cH:64][cH:65][cH:66]2)([P:67]([c:68]2[cH:69][cH:70][cH:71][cH:72][cH:73]2)([c:74]2[cH:75][cH:76][cH:77][cH:78][cH:79]2)[c:80]2[cH:81][cH:82][cH:83][cH:84][cH:85]2)[P:86]([c:87]2[cH:88][cH:89][cH:90][cH:91][cH:92]2)([c:93]2[cH:94][cH:95][cH:96][cH:97][cH:98]2)[c:99]2[cH:100][cH:101][cH:102][cH:103][cH:104]2)([c:105]2[cH:106][cH:107][cH:108][cH:109][cH:110]2)[c:111]2[cH:112][cH:113][cH:114][cH:115][cH:116]2)[cH:117][cH:118]1.[s:10]1[c:11]([O:15][B:16]([OH:17])[OH:18])[cH:12][cH:13][cH:14]1>>[c:2]1(-[c:11]2[s:10][cH:14][cH:13][cH:12]2)[n:3][cH:4][cH:5][c:6]([C:8]#[N:9])[cH:7]1.